Dataset: the Open Reaction Database (ORD), a public repository of structured organic reaction records. Task: describe an organic reaction: reactants, conditions, products, and yield Starting materials: N(N)C1=C2C=C(C(=NC2=CC=N1)C1=CC=C(CNC(OC(C)(C)C)=O)C=C1)C1=CC=CC=C1 (tert-butyl 4-(5-hydrazino-3-phenyl-1,6-naphthyridin-2-yl)benzylcarbamate), CO (methanol), C(C)(OC)(OC)OC (trimethyl orthoacetate), O.C1(=CC=C(C=C1)S(=O)(=O)O)C (p-toluenesulfonic acid monohydrate). Solvent: C1(=CC=CC=C1)C (toluene). Reaction conditions: temperature 100 celsius. Yields the product CC1=NN=C2C=3C=C(C(=NC3C=CN21)C2=CC=C(CNC(OC(C)(C)C)=O)C=C2)C2=CC=CC=C2 (tert-butyl 4-(3-methyl-9-phenyl[1,2,4]triazolo[3,4-f]-1,6-naphthyridin-8-yl)benzylcarbamate). Reaction SMILES: [NH:1]([C:3]1[N:12]=[CH:11][CH:10]=[C:9]2[C:4]=1[CH:5]=[C:6]([C:28]1[CH:33]=[CH:32][CH:31]=[CH:30][CH:29]=1)[C:7]([C:13]1[CH:27]=[CH:26][C:16]([CH2:17][NH:18][C:19](=[O:25])[O:20][C:21]([CH3:24])([CH3:23])[CH3:22])=[CH:15][CH:14]=1)=[N:8]2)[NH2:2].CO.[C:36](OC)(OC)(OC)[CH3:37].O.C1(C)C=CC(S(O)(=O)=O)=CC=1>C1(C)C=CC=CC=1>[CH3:36][C:37]1[N:12]2[C:3]([C:4]3[CH:5]=[C:6]([C:28]4[CH:29]=[CH:30][CH:31]=[CH:32][CH:33]=4)[C:7]([C:13]4[CH:14]=[CH:15][C:16]([CH2:17][NH:18][C:19](=[O:25])[O:20][C:21]([CH3:24])([CH3:23])[CH3:22])=[CH:26][CH:27]=4)=[N:8][C:9]=3[CH:10]=[CH:11]2)=[N:1][N:2]=1 |f:3.4|. Reported procedure: To a stirred solution of 16-2 (5 g, 11.3 mMol) in 20 mL of 3:1 toluene:methanol was added trimethyl orthoacetate (1.8 g, 15.3 mMol) and p-toluenesulfonic acid monohydrate (0.1 g, 0.6 mMol). The reaction was heated to 100° C. in a microwave reactor for 35 minutes. After cooling to room temperature, the solvent was removed under reduced pressure. The residue was purified using normal phase flash chromatography to yield 17-1 as a solid. LC/MS (M+1) calculated: 466.6 observed: 466.2 The reactants are C1NCCC=2C3=CC=CC=C3NC12 (2,3,4,9-tetrahydro-1H-β-carboline), N(=C=O)C1=CC(=CC=C1)C(F)(F)F (1-isocyanato-3-(trifluoromethyl)benzene). The solvent is CN(C=O)C (dimethylformamide), ClCCl (dichloromethane). Run at time 8 hour. The product is FC(C=1C=C(C=CC1)NC(=O)N1CC=2NC3=CC=CC=C3C2CC1)(F)F (N-[3-(trifluoromethyl)phenyl]-1,3,4,9-tetrahydro-2H-β-carboline-2-carboxamide). Yield: 61.7%. As a reaction SMILES: [CH2:1]1[C:13]2[NH:12][C:11]3[C:6](=[CH:7][CH:8]=[CH:9][CH:10]=3)[C:5]=2[CH2:4][CH2:3][NH:2]1.[N:14]([C:17]1[CH:22]=[CH:21][CH:20]=[C:19]([C:23]([F:26])([F:25])[F:24])[CH:18]=1)=[C:15]=[O:16]>CN(C)C=O.ClCCl>[F:24][C:23]([F:25])([F:26])[C:19]1[CH:18]=[C:17]([NH:14][C:15]([N:2]2[CH2:3][CH2:4][C:5]3[C:6]4[C:11](=[CH:10][CH:9]=[CH:8][CH:7]=4)[NH:12][C:13]=3[CH2:1]2)=[O:16])[CH:22]=[CH:21][CH:20]=1. Reported procedure: A solution of 2,3,4,9-tetrahydro-1H-β-carboline (172 mg) in dimethylformamide (5 mL) was added by a solution of 1-isocyanato-3-(trifluoromethyl)benzene (173 mg) in dichloromethane (5 mL) and stirred overnight at the room temperature. The mixture was concentrated under reduced pressure and the residue was purified by column chromatography on silica gel (hexane:ethyl acetate=6:1) to give the title compound (205 mg) having the following physical data. The reactants are ClC1=NC(=CC(=N1)Cl)Cl (2,4,6-trichloropyrimidine), NCC(C)(C)C (1-amino-2,2-dimethylpropane). Solvent: C(C)(C)O (isopropanol). Product: ClC1=CC(=NC(=N1)NCC(C)(C)C)NCC(C)(C)C (6-chloro-2,4-bis(2,2-dimethylpropylamino)pyrimidine). As a reaction SMILES: Cl[C:2]1[N:7]=[C:6](Cl)[CH:5]=[C:4]([Cl:9])[N:3]=1.[NH2:10][CH2:11][C:12]([CH3:15])([CH3:14])[CH3:13]>C(O)(C)C>[Cl:9][C:4]1[N:3]=[C:2]([NH:10][CH2:11][C:12]([CH3:15])([CH3:14])[CH3:13])[N:7]=[C:6]([NH:10][CH2:11][C:12]([CH3:15])([CH3:14])[CH3:13])[CH:5]=1. Procedure details: After dropwise adding 5.00 g (27.26 moles) of 2,4,6-trichloropyrimidine to the solution of 11.88 g (136.3 mmoles) of 1-amino-2,2-dimethylpropane in 50 ml of isopropanol while cooling and stirring, the reaction mixture is boiled under reflux for 20 hours, then evaporated. The evaporation residue is distributed between 80 ml of chloroform and 25 ml of 10% sodium hydroxide solution. After separation the organic phase is washed 4 times with 20 ml of water each, then dried and evaporated. The evapora... The reactants are C(#N)SSC#N (thiocyanogen), NC1=CC=CC2=C(C=CC=C12)[N+](=O)[O-] (1-amino-5-nitronaphthalene), [OH-].[NH4+] (ammonium hydroxide). Run in O (water). Reaction conditions: time 1 hour. Yields the product NC1=CC=C(C2=C(C=CC=C12)[N+](=O)[O-])SC#N (1-amino-5-nitro-4-thiocyanatonaphthalene). RXN SMILES: C(S[S:4][C:5]#[N:6])#N.[NH2:7][C:8]1[C:17]2[C:12](=[C:13]([N+:18]([O-:20])=[O:19])[CH:14]=[CH:15][CH:16]=2)[CH:11]=[CH:10][CH:9]=1.[OH-].[NH4+]>O>[NH2:7][C:8]1[C:17]2[C:12](=[C:13]([N+:18]([O-:20])=[O:19])[CH:14]=[CH:15][CH:16]=2)[C:11]([S:4][C:5]#[N:6])=[CH:10][CH:9]=1 |f:2.3|. Reported procedure: The cold thiocyanogen solution was added to the stirred solution of 1-amino-5-nitronaphthalene, maintaining the temperature at 5°-15° C. The mixture was stirred a further one hour at 5°-15° C. and then made just alkaline (pH 7-8) by addition of concentrated ammonium hydroxide solution. The reaction mixture, after filtering from a small amount of insoluble material, was evaporated to dryness. The solid obtained was stirred with water, filtered, washed and dried. Starting materials: CC(C)(C)C(C(=O)[O-])C1NCCC2=C(C=CC=C12)C1=NOC(=N1)C1=CC(=C(C=C1)OC(C)C)Cl (1,1-dimethylethyl[5-(5-{3-chloro-4-[(1-methylethyl)oxy]phenyl}-1,2,4-oxadiazol-3-yl)-1,2,3,4-tetrahydro-1-isoquinolinyl]acetate). Solvent: Cl (HCl), O1CCOCC1 (1,4-Dioxane). Yields the product Cl.ClC=1C=C(C=CC1OC(C)C)C1=NC(=NO1)C1=C2CCNC(C2=CC=C1)CC(=O)O ([5-(5-{3-Chloro-4-[(1-methylethyl)oxy]phenyl}-1,2,4-oxadiazol-3-yl)-1,2,3,4-tetrahydro-1-isoquinolinyl]acetic acid hydrochloride). Isolated yield 184.6%. Reaction SMILES: CC([CH:5]([CH:9]1[C:18]2[C:13](=[C:14]([C:19]3[N:23]=[C:22]([C:24]4[CH:29]=[CH:28][C:27]([O:30][CH:31]([CH3:33])[CH3:32])=[C:26]([Cl:34])[CH:25]=4)[O:21][N:20]=3)[CH:15]=[CH:16][CH:17]=2)[CH2:12][CH2:11][NH:10]1)[C:6]([O-:8])=[O:7])(C)C>Cl.O1CCOCC1>[ClH:34].[Cl:34][C:26]1[CH:25]=[C:24]([C:22]2[O:21][N:20]=[C:19]([C:14]3[CH:15]=[CH:16][CH:17]=[C:18]4[C:13]=3[CH2:12][CH2:11][NH:10][CH:9]4[CH2:5][C:6]([OH:8])=[O:7])[N:23]=2)[CH:29]=[CH:28][C:27]=1[O:30][CH:31]([CH3:32])[CH3:33] |f:3.4|. Procedure details: 1,1-dimethylethyl[5-(5-{3-chloro-4-[(1-methylethyl)oxy]phenyl}-1,2,4-oxadiazol-3-yl)-1,2,3,4-tetrahydro-1-isoquinolinyl]acetate (Preparation 5, 61 mg, 0.126 mmol) was stirred at room temperature for 18 hours in 4M HCl in 1,4-Dioxane (10 mL). Evaporation yielded the title compound (54 mg). 1H NMR (400 MHz, d6-DMSO)) δ 8.19 (1H, s), 8.11 (1H, d), 8.00 (1H, d), 7.61 (1H, d), 7.54 (1H, t), 7.46 (1H, d), 4.96-4.86 (2H, m), 1.37 (6H, d), other aliphatic signals obscured by solvent peaks; m/z (API-ES) ... The reactants are COc1cc(C=O)c(cc1OC)C(O)=O, CC1=CN=C(C=C1)N, [C-]#[N+]C1CCCCC1. Reagents/catalysts: O=C(O)C(F)(F)F (trifluoroacetic acid). Solvent: CC(C)O (isopropyl alcohol), CC(C)O (isopropylalcohol). Run at temperature 22 celsius, time 20 hour. The product is Cc1ccc2nc(c3cc(c(cc3C(O)=O)OC)OC)c(NC3CCCCC3)n2c1. Isolated yield 2.8%. Reaction SMILES: CC1=CC=C(N)N=C1.[C-]#[N+]C1CCCCC1.COC1=C(OC)C=C(C(O)=O)C(C=O)=C1>>COC1=C(OC)C=C(C2=C(NC3CCCCC3)N3C=C(C)C=CC3=N2)C(=C1)C(O)=O.